Dataset: the Open Reaction Database (ORD), a public repository of structured organic reaction records. Task: describe an organic reaction: reactants, conditions, products, and yield Reactants: C(=O)(O)[O-].[Na+] (NaHCO3), CON1C(CC(CC1(C)C)(O[Si](C)(C)C)C#N)(C)C (1-methoxy-2,2,6,6-tetramethyl-4-cyano-4-trimethylsilyloxypiperidine), C(C)(=O)O (acetic acid), S(O)(O)(=O)=O (sulfuric acid), CC(=O)C (acetone). Reaction conditions: temperature 70 celsius, time 18 hour. Product: CON1C(CC2(C(N(C(O2)(C)C)CC2OC2)=O)CC1(C)C)(C)C (8-Methoxy-2,2,7,7,9,9-hexamethyl-3-oxiranylmethyl-1-oxa-3,8-diaza-spiro[4.5]decan-4-one). As a reaction SMILES: [CH3:1][O:2][N:3]1[C:8]([CH3:10])([CH3:9])[CH2:7][C:6]([C:16]#[N:17])([O:11][Si](C)(C)C)[CH2:5][C:4]1([CH3:19])[CH3:18].[CH3:20][C:21]([CH3:23])=O.S(=O)(=O)(O)[OH:25].[C:29]([O-:32])(O)=O.[Na+].[C:34](O)(=O)[CH3:35]>>[CH3:1][O:2][N:3]1[C:8]([CH3:10])([CH3:9])[CH2:7][C:6]2([O:11][C:21]([CH3:23])([CH3:20])[N:17]([CH2:34][CH:35]3[CH2:29][O:32]3)[C:16]2=[O:25])[CH2:5][C:4]1([CH3:19])[CH3:18] |f:3.4|. Reported procedure: 1.0 g of 1-methoxy-2,2,6,6-tetramethyl-4-cyano-4-trimethylsilyloxypiperidine is dissolved in 1.76 g acetic acid and 0.48 g acetone is added. 0.7 g conc. sulfuric acid is added and the reaction mixture is stirred at 70° C. for 18 h while forming a deep red solution. The reaction mixture is added to 40 ml saturated NaHCO3 solution, and extracted with 40 ml ethyl acetate. The organic phase is washed with H2O and subsequently dried over sodium sulfate. The solvent is removed in vacuo to leave 0.87 g...